Dataset: the Open Reaction Database (ORD), a public repository of structured organic reaction records. Task: describe an organic reaction: reactants, conditions, products, and yield Reactants: C12C(CC(C(NN1)C2)O)O (6,7-Diaza-bicyclo[3.2.1]octane-2,4-diol), O (water). The reagents and catalysts are [Ni] (nickel). The solvent is C(C)O (ethanol), C(C)O (ethanol). Run at time 15 hour. Yields the product C1[C@H]([C@@H](C[C@@H]([C@H]1N)O)O)N (2,5-dideoxystreptamine). The yield is 88.8%. Reaction SMILES: [CH:1]12[CH2:8][CH:5]([NH:6][NH:7]1)[CH:4]([OH:9])[CH2:3][CH:2]2[OH:10].O>C(O)C.[Ni]>[CH2:8]1[C@H:5]([NH2:6])[C@@H:4]([OH:9])[CH2:3][C@@H:2]([OH:10])[C@@H:1]1[NH2:7]. Reported procedure: 6,7-Diaza-bicyclo[3.2.1]octane-2,4-diol (0.20 g) was dissolved in 20 ml. of a mixture of water and ethanol (1:1 by volume) to which was then added 0.2 g of Ranney nickel. The admixture was shaken for 15 hours under an atmosphere of hydrogen at a pressure of 3.4 kg/cm2 for the hydrogenation. The reaction mixture was filtered to remove the catalyst, and the filtrate was concentrated under reduced pressure, giving a crystalline residue. This solid was dispersed in ethanol, removed by filtraton and ...